The task is: describe an organic reaction: reactants, conditions, products, and yield. This data is from the Open Reaction Database (ORD), a public repository of structured organic reaction records. Reactants: CC(=O)O, Clc1nccc2occc12, [Zn]. Product: c1cc2occc2cn1. Reaction SMILES: [CH3:11][C:12](=[O:13])[OH:14].[Cl:1][c:2]1[n:3][cH:4][cH:5][c:6]2[c:7]1[cH:8][cH:9][o:10]2.[Zn:15]>>[cH:2]1[n:3][cH:4][cH:5][c:6]2[c:7]1[cH:8][cH:9][o:10]2.